This data is from the Open Reaction Database (ORD), a public repository of structured organic reaction records. The task is: describe an organic reaction: reactants, conditions, products, and yield Starting materials: CN1C(=C(C2=CC(=CC=C12)C1=CC=C(OCC#N)C=C1)C)C1=CC=CC=C1 ([4-(1,3-dimethyl-2-phenyl-1H-indol-5-yl)-phenoxy]-acetonitrile), [N-]=[N+]=[N-].[Na+] (NaN3), [NH4+].[Cl-] (NH4Cl). Solvent: CN(C)C=O (DMF). Product: CN1C(=C(C2=CC(=CC=C12)C1=CC=C(C=C1)OCC1=NN=NN1)C)C1=CC=CC=C1 (1,3-Dimethyl-2-phenyl-5-[4-(1H-tetrazol-5-ylmethoxy)-phenyl]-1H-indole). Yield: 75.9%. Reaction SMILES: [CH3:1][N:2]1[C:10]2[C:5](=[CH:6][C:7]([C:11]3[CH:20]=[CH:19][C:14]([O:15][CH2:16][C:17]#[N:18])=[CH:13][CH:12]=3)=[CH:8][CH:9]=2)[C:4]([CH3:21])=[C:3]1[C:22]1[CH:27]=[CH:26][CH:25]=[CH:24][CH:23]=1.[N-:28]=[N+:29]=[N-:30].[Na+].[NH4+].[Cl-]>CN(C=O)C>[CH3:1][N:2]1[C:10]2[C:5](=[CH:6][C:7]([C:11]3[CH:20]=[CH:19][C:14]([O:15][CH2:16][C:17]4[NH:30][N:29]=[N:28][N:18]=4)=[CH:13][CH:12]=3)=[CH:8][CH:9]=2)[C:4]([CH3:21])=[C:3]1[C:22]1[CH:27]=[CH:26][CH:25]=[CH:24][CH:23]=1 |f:1.2,3.4|. Procedure: The desired product was prepared using a procedure similar to step 6 of example 3. Thus, [4-(1,3-dimethyl-2-phenyl-1H-indol-5-yl)-phenoxy]-acetonitrile (0.355 g, 1.007 mmol) was reacted with NaN3 (0.327 g, 5.036 mmol) and NH4Cl (0.269 g, 5.036 mmol) in DMF (5 ml) to give the desired product (0.302 g, 0.764 mmol, 76%) as a white solid, dec. 261-262° C. 1H NMR (DMSO-d6) δ 2.25 (s, 3H), 3.61 (s, 3H), 5.52 (s, 2H), 7.14 (d, J=8.6 Hz, 2H), 7.45-7.51 (m, 5H), 7.55 (t, J=7.6 Hz, 2H), 7.67 (d, J=8.6 Hz,... Reactants: C(C)(C)(C)OC(=O)N[C@H](CC1=CC=CC=C1)CO (N-tert-butoxycarbonyl-D-Phenylalaninol), TEA, CS(=O)(=O)Cl (methanesulfonyl chloride). Solvent: ClCCl (dichloromethane). Run at time 30 minute. The product is CS(=O)(=O)OC[C@@H](CC1=CC=CC=C1)NC(=O)OC(C)(C)C ((R)-2-(N-tert-butoxycarbonylamino)-3-phenylpropyl methanesulfonate). Reaction SMILES: [C:1]([O:5][C:6]([NH:8][C@@H:9]([CH2:17][OH:18])[CH2:10][C:11]1[CH:16]=[CH:15][CH:14]=[CH:13][CH:12]=1)=[O:7])([CH3:4])([CH3:3])[CH3:2].[CH3:19][S:20](Cl)(=[O:22])=[O:21]>ClCCl>[CH3:19][S:20]([O:18][CH2:17][C@H:9]([NH:8][C:6]([O:5][C:1]([CH3:3])([CH3:4])[CH3:2])=[O:7])[CH2:10][C:11]1[CH:16]=[CH:15][CH:14]=[CH:13][CH:12]=1)(=[O:22])=[O:21]. Procedure details: To a solution of N-tert-butoxycarbonyl-D-Phenylalaninol (754 mg) and TEA (0.5 ml) in dichloromethane was added methanesulfonyl chloride (0.28 ml) at 0°~5° C. The reaction mixture was stirred at 0°~5° C. for 30 min, quenched with water, and extracted with dichloromethane. The organic layer was washed with 10% citric acid and sat. NaHCO3, dried over MgSO4, filtered, and concentrated under reduced pressure. The residue was crystallized from ethyl acetate/hexane=1/2 to afford the product (931 mg). Reactants: ClC1=NC=NC(=C1)Cl (4,6-dichloro-pyrimidine), CCN(C(C)C)C(C)C (DIPEA), N1=C(C=CC=C1)CN (2-pyridinylmethanamine), O (Water). Run in CC(C)O (iPrOH). Conditions: time 2.5 hour. Product: ClC1=CC(=NC=N1)NCC1=NC=CC=C1 ((6-Chloro-pyrimidin-4-yl)-pyridin-2-ylmethyl-amine). The yield is 77.7%. Reaction SMILES: Cl[C:2]1[CH:7]=[C:6]([Cl:8])[N:5]=[CH:4][N:3]=1.CCN(C(C)C)C(C)C.[N:18]1[CH:23]=[CH:22][CH:21]=[CH:20][C:19]=1[CH2:24][NH2:25].O>CC(O)C>[Cl:8][C:6]1[N:5]=[CH:4][N:3]=[C:2]([NH:25][CH2:24][C:19]2[CH:20]=[CH:21][CH:22]=[CH:23][N:18]=2)[CH:7]=1. Procedure details: To a solution of 4,6-dichloro-pyrimidine (1 g, 7 mmol) in iPrOH (40 mL) and DIPEA (1.16 g, 9 mmol) was added a solution of 2-pyridinylmethanamine (970 g, 9 mmol) at room temperature. The resulting mixture was stirred at room temperature for 2.5 hours. Water was added and the mixture was extracted with DCM. The combined extracts were washed with brine, dried over anhydrous sodium sulfate and concentrated to give a crude product, which was purified by flash chromatography on silica to obtain the t...